This data is from the Open Reaction Database (ORD), a public repository of structured organic reaction records. The task is: describe an organic reaction: reactants, conditions, products, and yield Reactants: CN(CCCNS(=O)(=O)C1=CC=C(C=C1)C1=NC=2N(C(N(C(C2N1)=O)CC=C)=O)CC=C)C (N-[3-(dimethylamino)propyl]-4-(2,3,6,7-tetrahydro-2,6-dioxo-1,3-di-2-propenyl-1H-purine-8-yl)benzenesulfonamide), Cl (monohydrochloride). Yields the product C1(CCCC1)C1=NC=2N(C(N(C(C2N1)=O)CC=C)=O)CC=C (8-cyclopentyl-3,7-dihydro-1,3-bis(2-propenyl)-1H-purine-2,6-dione). RXN SMILES: CN(C)CCCNS([C:10]1[CH:15]=[CH:14][C:13]([C:16]2[NH:24][C:23]3[C:22](=[O:25])[N:21]([CH2:26][CH:27]=[CH2:28])[C:20](=[O:29])[N:19]([CH2:30][CH:31]=[CH2:32])[C:18]=3[N:17]=2)=[CH:12]C=1)(=O)=O.Cl>>[CH:13]1([C:16]2[NH:24][C:23]3[C:22](=[O:25])[N:21]([CH2:26][CH:27]=[CH2:28])[C:20](=[O:29])[N:19]([CH2:30][CH:31]=[CH2:32])[C:18]=3[N:17]=2)[CH2:12][CH2:10][CH2:15][CH2:14]1. Procedure details: N-[3-(dimethylamino)propyl]-4-(2,3,6,7-tetrahydro-2,6-dioxo-1,3-di-2-propenyl-1H-purine-8-yl)benzenesulfonamide, or the monohydrochloride salt thereof and Starting materials: NC=1C=NC=NC1 (5-aminopyrimidine), C[Si](C)(C)[N-][Si](C)(C)C.[Na+] (NaHMDS), C(C)(=O)O (acetic acid), ClC1=NC(=NC(=N1)N1CCOCC1)N1C(=NC2=C1C=CC=C2)C(F)F (1-[4-chloro-6-(4-morpholinyl)-1,3,5-triazin-2-yl]-2-(difluoromethyl)-1H-benzimidazole). The solvent is C1CCOC1 (THF), O (water), C1CCOC1 (THF). Run at time 15 minute. The product is FC(C1=NC2=C(N1C1=NC(=NC(=N1)N1CCOCC1)NC=1C=NC=NC1)C=CC=C2)F (4-[2-(difluoromethyl)-1H-benzimidazol-1-yl]-6-(4-morpholinyl)-N-(5-pyrimidinyl)-1,3,5-triazin-2-amine). Isolated yield 44.5%. As a reaction SMILES: [NH2:1][C:2]1[CH:3]=[N:4][CH:5]=[N:6][CH:7]=1.C[Si]([N-][Si](C)(C)C)(C)C.[Na+].Cl[C:19]1[N:24]=[C:23]([N:25]2[CH2:30][CH2:29][O:28][CH2:27][CH2:26]2)[N:22]=[C:21]([N:31]2[C:35]3[CH:36]=[CH:37][CH:38]=[CH:39][C:34]=3[N:33]=[C:32]2[CH:40]([F:42])[F:41])[N:20]=1.C(O)(=O)C>C1COCC1.O>[F:42][CH:40]([F:41])[C:32]1[N:31]([C:21]2[N:22]=[C:23]([N:25]3[CH2:26][CH2:27][O:28][CH2:29][CH2:30]3)[N:24]=[C:19]([NH:1][C:2]3[CH:3]=[N:4][CH:5]=[N:6][CH:7]=3)[N:20]=2)[C:35]2[CH:36]=[CH:37][CH:38]=[CH:39][C:34]=2[N:33]=1 |f:1.2|. Procedure: To 0.186 g (1.96 mmol) of 5-aminopyrimidine in THF (4 mL) was added 1.1 mL of NaHMDS (2 M solution in THF) at 0° C. and the mixture was stirred for 15 min. A solution of 0.238 g (0.65 mmol) of 1-[4-chloro-6-(4-morpholinyl)-1,3,5-triazin-2-yl]-2-(difluoromethyl)-1H-benzimidazole in THF (5 mL) was added and the resulting mixture WAS stirred for 1 hr at room temperature. The resulting mixture was neutralized with acetic acid, diluted with water, and extracted with EtOAc. The organic layer was washe... Starting materials: C1CCOC1, CN(C)c1nncc2cc(C=O)ccc12, CC(=O)O, ClCCl, [Mg+2], Nc1ccccc1, O=S(=O)([O-])[O-]. Product: CN(C)c1nncc2cc(CNc3ccccc3)ccc12. Reaction SMILES: [CH2:23]1[O:24][CH2:25][CH2:26][CH2:27]1.[CH3:1][N:2]([c:3]1[n:4][n:5][cH:6][c:7]2[cH:8][c:9]([CH:13]=[O:14])[cH:10][cH:11][c:12]12)[CH3:15].[CH3:37][C:38](=[O:39])[OH:40].[Cl:34][CH2:35][Cl:36].[Mg+2:28].[NH2:16][c:17]1[cH:18][cH:19][cH:20][cH:21][cH:22]1.[O-:29][S:30]([O-:31])(=[O:32])=[O:33]>>[CH3:1][N:2]([c:3]1[n:4][n:5][cH:6][c:7]2[cH:8][c:9]([CH2:13][NH:16][c:17]3[cH:18][cH:19][cH:20][cH:21][cH:22]3)[cH:10][cH:11][c:12]12)[CH3:15]. Yields the product FC(C(=O)O)(F)F.CN(C)CC=1C=C(C=C(C1)F)C=1C=C2C(=CNC2=C(C1)C(=O)N)C1CCN(CC1)S(=O)(=O)CC (5-{3-[(dimethylamino)methyl]-5-fluorophenyl}-3-[1-(ethylsulfonyl)-4-piperidinyl]-1H-indole-7-carboxamide trifluoroacetate). As a reaction SMILES: [F:1][C:2]([F:7])([F:6])[C:3]([OH:5])=[O:4].[CH2:8]([S:10]([N:13]1[CH2:18][CH2:17][CH:16]([C:19]2[C:27]3[C:22](=[C:23]([C:38]([NH2:40])=[O:39])[CH:24]=[C:25]([C:28]4[CH:33]=[C:32]([CH2:34][NH:35][CH3:36])[CH:31]=[C:30]([F:37])[CH:29]=4)[CH:26]=3)[NH:21][CH:20]=2)[CH2:15][CH2:14]1)(=[O:12])=[O:11])[CH3:9].[CH2:41]1COCC1.CN>>[F:1][C:2]([F:7])([F:6])[C:3]([OH:5])=[O:4].[CH3:36][N:35]([CH2:34][C:32]1[CH:33]=[C:28]([C:25]2[CH:26]=[C:27]3[C:22](=[C:23]([C:38]([NH2:40])=[O:39])[CH:24]=2)[NH:21][CH:20]=[C:19]3[CH:16]2[CH2:17][CH2:18][N:13]([S:10]([CH2:8][CH3:9])(=[O:11])=[O:12])[CH2:14][CH2:15]2)[CH:29]=[C:30]([F:37])[CH:31]=1)[CH3:41] |f:0.1,4.5|. Starting materials: FC(C(=O)O)(F)F.C(C)S(=O)(=O)N1CCC(CC1)C1=CNC2=C(C=C(C=C12)C1=CC(=CC(=C1)CNC)F)C(=O)N (3-[1-(ethylsulfonyl)-4-piperidinyl]-5-{3-fluoro-5-[(methylamino)methyl]phenyl}-1H-indole-7-carboxamide trifluoroacetate), C1CCOC1 (THF), CN (methanamine). Procedure: The title compound was prepared according to the general procedure of 3-[1-(ethylsulfonyl)-4-piperidinyl]-5-{3-fluoro-5-[(methylamino)methyl]phenyl}-1H-indole-7-carboxamide trifluoroacetate, substituting 2M dimethylamine in THF (210 ul, 0.42 mmol) for methanamine to afford 33.7 mg of the title compound (80.2%). Isolated yield 80.2%. The reactants are CCN(C(C)C)C(C)C (DIPEA), ClC(=O)OCC(C)(C)C (neopentyl chloroformate), Cl.Cl.NC1CCCCCC=CC2CC2(NC(C2CC(CN2C1=O)OC1=NC=CC2=CC=CC=C12)=O)C(=O)NS(=O)(=O)C1CC1 (cyclopropanesulfonic acid [14-amino-18-(isoquinolin-1-yloxy)-2,15-dioxo-3,16-diaza-tricyclo[14.3.0.04,6]nonadec-7-ene-4-carbonyl]-amide bis hydrochloride). Procedure details: To a mixture of cyclopropanesulfonic acid [14-amino-18-(isoquinolin-1-yloxy)-2,15-dioxo-3,16-diaza-tricyclo[14.3.0.04,6]nonadec-7-ene-4-carbonyl]-amide bis hydrochloride (50 mg, 0.075 mmol) in 2 mL of DCM was added 44 μL (0.25 mmol) of DIPEA and 15 mg (0.1 mmol) of neopentyl chloroformate. The mixture was stirred at rt for 2 h. It was then diluted with EtOAc and washed with pH 4 buffer (2×) and brine (1×). The organic phase was dried (MgSO4) and concentrated in vacuo to give the crude product. T... Yield: 78.9%. Reaction conditions: time 2 hour. The solvent is CCOC(=O)C (EtOAc), C(Cl)Cl (DCM), CO (methanol). RXN SMILES: Cl.Cl.[NH2:3][CH:4]1[C:22](=[O:23])[N:21]2[CH:17]([CH2:18][CH:19]([O:24][C:25]3[C:34]4[C:29](=[CH:30][CH:31]=[CH:32][CH:33]=4)[CH:28]=[CH:27][N:26]=3)[CH2:20]2)[C:16](=[O:35])[NH:15][C:14]2([C:36]([NH:38][S:39]([CH:42]3[CH2:44][CH2:43]3)(=[O:41])=[O:40])=[O:37])[CH:12]([CH2:13]2)[CH:11]=[CH:10][CH2:9][CH2:8][CH2:7][CH2:6][CH2:5]1.CCN(C(C)C)C(C)C.Cl[C:55]([O:57][CH2:58][C:59]([CH3:62])([CH3:61])[CH3:60])=[O:56]>C(Cl)Cl.CCOC(C)=O.CO>[CH3:60][C:59]([CH3:62])([CH3:61])[CH2:58][O:57][C:55](=[O:56])[NH:3][CH:4]1[C:22](=[O:23])[N:21]2[CH:17]([CH2:18][CH:19]([O:24][C:25]3[C:34]4[C:29](=[CH:30][CH:31]=[CH:32][CH:33]=4)[CH:28]=[CH:27][N:26]=3)[CH2:20]2)[C:16](=[O:35])[NH:15][C:14]2([C:36]([NH:38][S:39]([CH:42]3[CH2:43][CH2:44]3)(=[O:40])=[O:41])=[O:37])[CH:12]([CH2:13]2)[CH:11]=[CH:10][CH2:9][CH2:8][CH2:7][CH2:6][CH2:5]1 |f:0.1.2|. The product is CC(COC(NC1CCCCCC=CC2CC2(NC(C2CC(CN2C1=O)OC1=NC=CC2=CC=CC=C12)=O)C(=O)NS(=O)(=O)C1CC1)=O)(C)C ([4-Cyclopropanesulfonylaminocarbonyl-18-(isoquinolin-1-yloxy)-2,15-dioxo-3,16-diaza-tricyclo[14.3.0.04,6]nonadec-7-en-14-yl]-carbamic acid 2,2-dimethyl-propyl ester). Starting materials: [I-], [Na+], [Na+], [OH-], O, Oc1ccc(Cl)cc1, O=C(O)c1ccccc1Cl. The product is O=C(O)c1ccccc1Oc1ccc(Cl)cc1. Reaction SMILES: [I-:12].[Na+:11].[Na+:22].[OH-:21].[OH2:23].[OH:13][c:14]1[cH:15][cH:16][c:17]([Cl:18])[cH:19][cH:20]1.[OH:1][C:2](=[O:3])[c:4]1[cH:5][cH:6][cH:7][cH:8][c:9]1[Cl:10]>>[OH:1][C:2](=[O:3])[c:4]1[cH:5][cH:6][cH:7][cH:8][c:9]1[O:13][c:14]1[cH:15][cH:16][c:17]([Cl:18])[cH:19][cH:20]1. The reactants are COc1cc2c(cc1C)oc(=O)n2CC(=O)O, CCN(C(C)C)C(C)C, ClCCl, CNC(CN1CCCC1)c1ccc(-c2ccccc2)cc1. The product is COc1cc2c(cc1C)oc(=O)n2CC(=O)N(C)C(CN1CCCC1)c1ccc(-c2ccccc2)cc1. As a reaction SMILES: [CH3:1][c:2]1[cH:3][c:4]2[c:5]([n:6]([CH2:10][C:11](=[O:12])[OH:13])[c:7](=[O:9])[o:8]2)[cH:14][c:15]1[O:16][CH3:17].[CH:18]([N:19]([CH:20]([CH3:21])[CH3:22])[CH2:23][CH3:24])([CH3:25])[CH3:26].[Cl:48][CH2:49][Cl:50].[c:27]1(-[c:42]2[cH:43][cH:44][cH:45][cH:46][cH:47]2)[cH:28][cH:29][c:30]([CH:33]([CH2:34][N:35]2[CH2:36][CH2:37][CH2:38][CH2:39]2)[NH:40][CH3:41])[cH:31][cH:32]1>>[CH3:1][c:2]1[cH:3][c:4]2[c:5]([n:6]([CH2:10][C:11](=[O:13])[N:40]([CH:33]([c:30]3[cH:29][cH:28][c:27](-[c:42]4[cH:43][cH:44][cH:45][cH:46][cH:47]4)[cH:32][cH:31]3)[CH2:34][N:35]3[CH2:36][CH2:37][CH2:38][CH2:39]3)[CH3:41])[c:7](=[O:9])[o:8]2)[cH:14][c:15]1[O:16][CH3:17]. The reactants are [Br-], O=C1CCCN(Cc2ccccc2)C1, C1CCOC1, Cc1ccccc1, O, [Mg+]c1ccccc1. The product is OC1(c2ccccc2)CCCN(Cc2ccccc2)C1. Reaction SMILES: [Br-:15].[CH2:1]([c:2]1[cH:3][cH:4][cH:5][cH:6][cH:7]1)[N:8]1[CH2:9][C:10](=[O:14])[CH2:11][CH2:12][CH2:13]1.[CH2:23]1[O:24][CH2:25][CH2:26][CH2:27]1.[CH3:29][c:30]1[cH:31][cH:32][cH:33][cH:34][cH:35]1.[OH2:28].[c:16]1([Mg+:22])[cH:17][cH:18][cH:19][cH:20][cH:21]1>>[CH2:1]([c:2]1[cH:3][cH:4][cH:5][cH:6][cH:7]1)[N:8]1[CH2:9][C:10]([OH:14])([c:16]2[cH:17][cH:18][cH:19][cH:20][cH:21]2)[CH2:11][CH2:12][CH2:13]1. Reactants: N12CC(C(CC1)CC2)NN ((±) 3-Quinuclidinyl-hydrazine), C(=O)([O-])[O-].[K+].[K+] (K2CO3), ClC(C#N)=C (2-chloroacrylonitrile), ( E3 ), ice, ( E4 ). Yields the product NC1=CC=NN1C1CN2CCC1CC2 ((±) 3-(5-aminopyrazol-1-yl)-1-azabicyclo[2.2.2]octane). Reaction SMILES: [N:1]12[CH2:8][CH2:7][CH:4]([CH2:5][CH2:6]1)[CH:3]([NH:9][NH2:10])[CH2:2]2.C([O-])([O-])=O.[K+].[K+].Cl[C:18](=[CH2:21])[C:19]#[N:20]>O.CO>[NH2:20][C:19]1[N:9]([CH:3]2[CH:4]3[CH2:7][CH2:8][N:1]([CH2:6][CH2:5]3)[CH2:2]2)[N:10]=[CH:21][CH:18]=1 |f:1.2.3|. Conditions: time 8 hour. Procedure: 3-Quinuclidinyl-hydrazine (D2) (5.0 g, 35.5 mmol) was added to a solution of K2CO3 (4.90 g, 35.5 mmol) in water (13 ml) and the ice-cooled solution was stirred vigorously while 2-chloroacrylonitrile (3.10 g, 2.83 ml, 35.5 mmol) was added dropwise over 1 minute. The solution was then stirred at room temperature overnight. The mixture was diluted with MeOH, evaporated to a slurry under reduced pressure, suspended in saturated aqueous potassium carbonate and extracted with EtOAc (3×100 ml), followe... The solvent is O (water), CO (MeOH). Starting materials: O1CCOC12CC(CCC2)=O (1,4-dioxa-spiro[4.5]decan-7-one), C(C=C)Br (allyl bromide), Intermediate 2. The product is C(C=C)C1(CC2(OCCO2)CCC1)O (7-allyl-1,4-dioxa-spiro[4.5]decan-7-ol). The yield is 84.0%. Reaction SMILES: [O:1]1[C:5]2([CH2:10][CH2:9][CH2:8][C:7](=[O:11])[CH2:6]2)[O:4][CH2:3][CH2:2]1.[CH2:12](Br)[CH:13]=[CH2:14]>>[CH2:14]([C:7]1([OH:11])[CH2:8][CH2:9][CH2:10][C:5]2([O:4][CH2:3][CH2:2][O:1]2)[CH2:6]1)[CH:13]=[CH2:12]. Procedure details: The title compound is prepared from 1,4-dioxa-spiro[4.5]decan-7-one and allyl bromide following a procedure analogous to that described in Step 1 of Intermediate 2. Yield: 84% of theory; Mass spectrum (ESI+): m/z=181 [M+H—H2O]+.